Dataset: the Open Reaction Database (ORD), a public repository of structured organic reaction records. Task: describe an organic reaction: reactants, conditions, products, and yield The reactants are C(=O)([O-])[O-].[K+].[K+] (K2CO3), C(C1=CC=CC=C1)Br (benzylbromide), FC=1C=C(C=CC1[N+](=O)[O-])O (3-fluoro-4-nitrophenol). Solvent: CN(C)C=O (DMF), CCOC(=O)C (EtOAc). Conditions: time 8 hour. Product: C(C1=CC=CC=C1)OC=1C=CC(=C(C1)F)[N+](=O)[O-] (5-benzyloxy-2-nitro-fluorobenzene). RXN SMILES: C([O-])([O-])=O.[K+].[K+].[CH2:7](Br)[C:8]1[CH:13]=[CH:12][CH:11]=[CH:10][CH:9]=1.[F:15][C:16]1[CH:17]=[C:18]([OH:25])[CH:19]=[CH:20][C:21]=1[N+:22]([O-:24])=[O:23]>CN(C=O)C.CCOC(C)=O>[CH2:7]([O:25][C:18]1[CH:19]=[CH:20][C:21]([N+:22]([O-:24])=[O:23])=[C:16]([F:15])[CH:17]=1)[C:8]1[CH:13]=[CH:12][CH:11]=[CH:10][CH:9]=1 |f:0.1.2|. Procedure details: K2CO3 (8.97 g) and benzylbromide (4.25 mL) were added to a solution of 3-fluoro-4-nitrophenol (5.10 g) in anhydrous DMF (30 mL) at room temperature, and the mixture was stirred overnight. The mixture was diluted with EtOAc and washed with H2O and brine. The organic layer was dried over magnesium sulfate and concentrated. The residual solid was crystallized from EtOAc/hexane to yield 7.31 g of the title compound. Starting materials: OCC1=CC=C(C#N)C=C1 (4-(hydroxymethyl)benzonitrile), IC (iodomethane), [H-].[Na+] (NaH). The solvent is CN(C)C=O (DMF). Run at time 2 hour. Yields the product COCC1=CC=C(C#N)C=C1 (4-(Methoxymethyl)benzonitrile). RXN SMILES: [OH:1][CH2:2][C:3]1[CH:10]=[CH:9][C:6]([C:7]#[N:8])=[CH:5][CH:4]=1.I[CH3:12].[H-].[Na+]>CN(C=O)C>[CH3:12][O:1][CH2:2][C:3]1[CH:10]=[CH:9][C:6]([C:7]#[N:8])=[CH:5][CH:4]=1 |f:2.3|. Procedure: To a solution of 4-(hydroxymethyl)benzonitrile (5 g, 37.6 mmol) in DMF (100 mL) was added iodomethane (7.03 mL, 113 mmol) and NaH (1.502 g, 37.6 mmol). The reaction aged at rt for 2 h and was then partitioned between EtOAc and H2O. The organic layer was separated and washed with H2O (2×), brine, dried (MgSO4), filtered and concentrated. The residue was purified by flash chromatography on silica gel gradient eluted with 0-20% EtOAc/hexane to afford the title compound. HPLC/MS: 148.1 (M+1); Rt=2.2... Starting materials: [H][H] (hydrogen), OC1=C(C=C(C=C1C(C)(C)C)C(C)(C)C)N1N=C2C(=[N+]1[O-])C=CC(=C2)Cl (2-(2'-hydroxy-3',5'-di-t-butylphenyl)-5-chlorobenzotriazole-N-oxide), C1(=CC=CC=C1)C (toluene), N12C=CCNCC2CCCC1 (1,5-diazabicyclo[5.4.0]undecene), resultant mixture, [H][H] (hydrogen). Run in CC(CC)O (2-butanol). As a reaction SMILES: [OH:1][C:2]1[C:7]([C:8]([CH3:11])([CH3:10])[CH3:9])=[CH:6][C:5]([C:12]([CH3:15])([CH3:14])[CH3:13])=[CH:4][C:3]=1[N:16]1[N+:20]([O-])=[C:19]2[CH:22]=[CH:23][C:24]([Cl:26])=[CH:25][C:18]2=[N:17]1.C1(C)C=CC=CC=1.N12CCCCC1CNCC=C2.[H][H]>[Ni].CC(O)CC>[OH:1][C:2]1[C:7]([C:8]([CH3:10])([CH3:11])[CH3:9])=[CH:6][C:5]([C:12]([CH3:13])([CH3:14])[CH3:15])=[CH:4][C:3]=1[N:16]1[N:20]=[C:19]2[CH:22]=[CH:23][C:24]([Cl:26])=[CH:25][C:18]2=[N:17]1. Product: OC1=C(C=C(C=C1C(C)(C)C)C(C)(C)C)N1N=C2C(=N1)C=CC(=C2)Cl (2-(2'-hydroxy-3',5'-di-t-butylphenyl)-5-chlorobenzotriazole). The reagents and catalysts are [Ni] (Raney nickel). Yield: 78.8%. Procedure: 37.4 g (0.1 mol) of 2-(2'-hydroxy-3',5'-di-t-butylphenyl)-5-chlorobenzotriazole-N-oxide, 0.25 g of Raney nickel catalyst, 150 ml of toluene, 100 ml of 2-butanol and 0.5 g of 1,5-diazabicyclo[5.4.0]undecene were charged into a 500-ml stainless autoclave equipped with an agitator. After the air in the autoclave had been replaced by nitrogen, hydrogen was charged to a pressure of 8 kg/cm2. The temperature of the resultant mixture was increased to 60° C. under agitation, and reaction was been effect... Reactants: O=C([O-])[O-], CCn1ncnc1COc1nn2c(-c3c(F)ccc(F)c3F)nnc2cc1C(C)(C)C, Cn1ncnc1CO, CS(C)=O, [Cs+], [Cs+]. Yields the product Cn1ncnc1COc1nn2c(-c3c(F)ccc(F)c3F)nnc2cc1C(C)(C)C. Reaction SMILES: [C:40](=[O:41])([O-:42])[O-:43].[CH3:1][C:2]([CH3:3])([CH3:4])[c:5]1[cH:6][c:7]2[n:8]([n:9][c:10]1[O:11][CH2:12][c:13]1[n:14]([CH2:18][CH3:19])[n:15][cH:16][n:17]1)[c:20](-[c:23]1[c:24]([F:31])[c:25]([F:30])[cH:26][cH:27][c:28]1[F:29])[n:21][n:22]2.[CH3:32][n:33]1[c:34]([CH2:35][OH:36])[n:37][cH:38][n:39]1.[CH3:46][S:47]([CH3:48])=[O:49].[Cs+:44].[Cs+:45]>>[CH3:1][C:2]([CH3:3])([CH3:4])[c:5]1[cH:6][c:7]2[n:8]([n:9][c:10]1[O:11][CH2:12][c:13]1[n:14]([CH3:18])[n:15][cH:16][n:17]1)[c:20](-[c:23]1[c:24]([F:31])[c:25]([F:30])[cH:26][cH:27][c:28]1[F:29])[n:21][n:22]2. Reactants: N(=NC(=O)OCC)C(=O)OCC (diethyl azodicarboxylate), [N+](=O)([O-])C=1C=C(C(=O)O)C=CC1 (3-nitrobenzoic acid), OC=1N=NNC1.C1(=CC=CC=C1)C1=CC=CC=C1 (biphenyl hydroxy triazole), C1(=CC=CC=C1)P(C1=CC=CC=C1)C1=CC=CC=C1 (triphenylphosphine), biphenyl trans-hydroxy triazole. Solvent: C1CCOC1 (THF), C1CCOC1 (THF), CCOCC (ether), C(C)(=O)OCC (ethyl acetate). Product: C=1(C=CN2C=CC=CC12)C=1C(=C(C(=O)O)C=CC1)[N+](=O)[O-].C1(=CC=CC=C1)C1=CC=CC=C1 (biphenyl indolizinyl nitrobenzoate). RXN SMILES: N([C:8]([O:10]CC)=[O:9])=NC(OCC)=O.[N+:13](C1C=C(C=CC=1)C(O)=O)([O-:15])=[O:14].O[C:26]1N=N[NH:29][CH:30]=1.[C:31]1([C:37]2[CH:42]=[CH:41][CH:40]=[CH:39][CH:38]=2)[CH:36]=[CH:35][CH:34]=[CH:33][CH:32]=1.C1(P(C2C=CC=CC=2)C2C=CC=CC=2)C=CC=CC=1>C1COCC1.CCOCC.C(OCC)(=O)C>[C:31]1([C:37]2[C:38]([N+:13]([O-:15])=[O:14])=[C:39]([CH:40]=[CH:41][CH:42]=2)[C:8]([OH:10])=[O:9])[CH:26]=[CH:30][N:29]2[C:36]=1[CH:35]=[CH:34][CH:33]=[CH:32]2.[C:31]1([C:37]2[CH:38]=[CH:39][CH:40]=[CH:41][CH:42]=2)[CH:36]=[CH:35][CH:34]=[CH:33][CH:32]=1 |f:2.3,8.9|. Procedure: Alternatively, the biphenyl trans-hydroxy triazole can be prepared using the Mitsunobu reaction conditions. To a solution of diethyl azodicarboxylate (2.0 mmol) and 3-nitrobenzoic acid (2.0 mmol) in 2.0 mL of THF is added dropwise a solution of the biphenyl hydroxy triazole (2.0 mmol, obtained from Step 1 of Example 3224), and triphenylphosphine (2.0 mmol) in 1.0 mL of THF at room temperature. The resulting solution is stirred at room temperature until the reaction is complete. The resulting mix... Starting materials: three-mouth, ClC1=NC(=C2NC=NC2=N1)Cl (2,6-dichloropurine), C(C)(=O)OCC (ethyl acetate), pyridinium salt, acid, N1CCOCC1 (morpholine), O1CCCC=C1 (2,3-dihydropyrane). The solvent is C(C)N(CC)CC (Triethylamine). Run at time 5 minute. Yields the product N1=CN=C2N=CNC2=C1 (purin). Isolated yield 176.2%. Reaction SMILES: Cl[C:2]1[N:10]=[C:9]2[C:5]([NH:6][CH:7]=[N:8]2)=[C:4](Cl)[N:3]=1.C(OCC)(=O)C.O1C=CCCC1.N1CCOCC1>C(N(CC)CC)C>[N:3]1[CH:4]=[C:5]2[C:9]([N:8]=[CH:7][NH:6]2)=[N:10][CH:2]=1. Procedure details: In a 100 ml three-mouth bottle, 2,6-dichloropurine (10 g), ethyl acetate (50 ml), pyridinium salt of paratoluenesulfonic acid (0.2 g) are mixed. The above mixture is stirred and heated to a temperature of 35° C., 2,3-dihydropyrane (12 ml) is added thereto within 5 min. The above mixture is reacted at 50˜60° C. for 3 h. The completion of reaction is checked with TCL analysis. Triethylamine (7.9 ml) is added to the bottle, and morpholine (7.9 ml) is added thereto at the temperature. The above mixt... Starting materials: BrC=1C=CC(=C(C1)C(C)O)F (1-(5-bromo-2-fluoro-phenyl)-ethanol). The reagents and catalysts are [O-2].[O-2].[Mn+4] (manganese dioxide). Solvent: O1CCOCC1 (dioxane). Yields the product BrC=1C=CC(=C(C1)C(C)=O)F (1-(5-bromo-2-fluoro-phenyl)-ethanone). Yield: 92.1%. As a reaction SMILES: [Br:1][C:2]1[CH:3]=[CH:4][C:5]([F:11])=[C:6]([CH:8]([OH:10])[CH3:9])[CH:7]=1>O1CCOCC1.[O-2].[O-2].[Mn+4]>[Br:1][C:2]1[CH:3]=[CH:4][C:5]([F:11])=[C:6]([C:8](=[O:10])[CH3:9])[CH:7]=1 |f:2.3.4|. Reported procedure: To a solution of 1-(5-bromo-2-fluoro-phenyl)-ethanol 102 (105 g, 0.479 mol.) in dioxane (2 L) was added manganese dioxide (203 g, 2.35 mol.). The reaction mixture was heated under reflux for 5 hours. The reaction mixture was allowed to cool to room temperature. The reaction mixture was filtered through Celite (i.e., diatomaceous earth) and the solid was washed with ether (1 L). The combined filtrate was evaporated under reduced pressure to afford the 1-(5-bromo-2-fluoro-phenyl)-ethanone 103 (95.... Reactants: COC(=O)c1c(I)cccc1CBr, CCOC(C)=O, Cc1ccccc1, CCCCCC, [K+], [K+], O=C([O-])[O-], NCc1ccc(Oc2ccccc2)cc1. Product: O=C1c2c(I)cccc2CN1Cc1ccc(Oc2ccccc2)cc1. RXN SMILES: [CH3:1][O:2][C:3]([c:4]1[c:5]([CH2:11][Br:12])[cH:6][cH:7][cH:8][c:9]1[I:10])=[O:13].[CH3:35][CH2:36][O:37][C:38](=[O:39])[CH3:40].[CH3:41][c:42]1[cH:43][cH:44][cH:45][cH:46][cH:47]1.[CH3:48][CH2:49][CH2:50][CH2:51][CH2:52][CH3:53].[K+:29].[K+:30].[O-:31][C:32]([O-:33])=[O:34].[O:14]([c:15]1[cH:16][cH:17][cH:18][cH:19][cH:20]1)[c:21]1[cH:22][cH:23][c:24]([CH2:25][NH2:26])[cH:27][cH:28]1>>[C:3]1(=[O:13])[c:4]2[c:5]([cH:6][cH:7][cH:8][c:9]2[I:10])[CH2:11][N:26]1[CH2:25][c:24]1[cH:23][cH:22][c:21]([O:14][c:15]2[cH:16][cH:17][cH:18][cH:19][cH:20]2)[cH:28][cH:27]1.